This data is from the Open Reaction Database (ORD), a public repository of structured organic reaction records. The task is: describe an organic reaction: reactants, conditions, products, and yield Product: COc1cc(N2CCN(C(=O)CN3C(C)CCCC3C)CC2)ccc1Cl. RXN SMILES: [CH3:20][CH:21]1[NH:22][CH:23]([CH3:27])[CH2:24][CH2:25][CH2:26]1.[CH3:34][N:35]1[CH2:36][CH2:37][CH2:38][C:39]1=[O:40].[Cl:1][CH2:2][C:3](=[O:4])[N:5]1[CH2:6][CH2:7][N:8]([c:11]2[cH:12][c:13]([O:18][CH3:19])[c:14]([Cl:17])[cH:15][cH:16]2)[CH2:9][CH2:10]1.[K+:28].[K+:29].[O-:30][C:31]([O-:32])=[O:33]>>[CH2:2]([C:3](=[O:4])[N:5]1[CH2:6][CH2:7][N:8]([c:11]2[cH:12][c:13]([O:18][CH3:19])[c:14]([Cl:17])[cH:15][cH:16]2)[CH2:9][CH2:10]1)[N:22]1[CH:21]([CH3:20])[CH2:26][CH2:25][CH2:24][CH:23]1[CH3:27]. Starting materials: CC1CCCC(C)N1, CN1CCCC1=O, COc1cc(N2CCN(C(=O)CCl)CC2)ccc1Cl, [K+], [K+], O=C([O-])[O-]. Reactants: CC(NC(=O)Cc1cc(F)cc(F)c1)C(=O)O, CC(C)N1C(=O)C(N)C(=O)N(C(C)C)c2ccccc21. The product is CC(NC(=O)Cc1cc(F)cc(F)c1)C(=O)NC1C(=O)N(C(C)C)c2ccccc2N(C(C)C)C1=O. RXN SMILES: [F:1][c:2]1[cH:3][c:4]([CH2:9][C:10](=[O:11])[NH:12][CH:13]([CH3:14])[C:15](=[O:16])[OH:17])[cH:5][c:6]([F:8])[cH:7]1.[NH2:18][CH:19]1[C:20](=[O:37])[N:21]([CH:34]([CH3:35])[CH3:36])[c:22]2[c:23]([cH:30][cH:31][cH:32][cH:33]2)[N:24]([CH:27]([CH3:28])[CH3:29])[C:25]1=[O:26]>>[F:1][c:2]1[cH:3][c:4]([CH2:9][C:10](=[O:11])[NH:12][CH:13]([CH3:14])[C:15](=[O:17])[NH:18][CH:19]2[C:20](=[O:37])[N:21]([CH:34]([CH3:35])[CH3:36])[c:22]3[c:23]([cH:30][cH:31][cH:32][cH:33]3)[N:24]([CH:27]([CH3:28])[CH3:29])[C:25]2=[O:26])[cH:5][c:6]([F:8])[cH:7]1. Starting materials: C(C)(C)(C)[Si](Cl)(C)C (tert-butyldimethylchlorosilane), O (water), OC=1C=CC=C2CC(C(C12)=O)C (7-hydroxy-2-methyl-1-indanone), N1C=NC=C1 (imidazole). The solvent is CN(C)C=O (DMF), CN(C)C=O (DMF). Conditions: time 8 hour. The product is O([Si](C)(C)C(C)(C)C)C=1C=CC=C2CC(C(C12)=O)C (7-(tert-butyldimethylsiloxy)-2-methyl-1-indanone). As a reaction SMILES: [OH:1][C:2]1[CH:3]=[CH:4][CH:5]=[C:6]2[C:10]=1[C:9](=[O:11])[CH:8]([CH3:12])[CH2:7]2.N1C=CN=C1.[C:18]([Si:22]([CH3:25])([CH3:24])Cl)([CH3:21])([CH3:20])[CH3:19].O>CN(C=O)C>[O:1]([C:2]1[CH:3]=[CH:4][CH:5]=[C:6]2[C:10]=1[C:9](=[O:11])[CH:8]([CH3:12])[CH2:7]2)[Si:22]([C:18]([CH3:21])([CH3:20])[CH3:19])([CH3:25])[CH3:24]. Procedure: To a solution of 7-hydroxy-2-methyl-1-indanone (6) (10.2 g, 37 mmol) and imidazole (3.02 g, 44 mmol) dissolved in DMF (200 ml) was added tert-butyldimethylchlorosilane (6.11 g, 41 mmol) in DMF (50 ml). The reaction mixture was stirred overnight at room temperature and treated with water (200 ml) and extracted with diethylether (2×200 ml). The combined organic phases were washed with aqueos NH4Cl (300 ml), brine (100 ml) and dried over sodium sulfate. Evaporation gave (7) as a yellow oil which wa... Reactants: NC1=CC=C(C#N)C=C1 (4-amino-benzonitrile), ClCC(=O)N1CCC(CC1)CC1=CC=C(C=C1)F (2-chloro-1-[4-(4-fluoro-benzyl)-piperidin-1-yl]-ethanone). Run in C(C)OCC (diethylether). Product: FC1=CC=C(CC2CCN(CC2)C(CNC2=CC=C(C#N)C=C2)=O)C=C1 (4-{2-[4-(4-Fluoro-benzyl)-piperidin-1-yl]-2-oxo-ethylamino}-benzonitrile). RXN SMILES: [NH2:1][C:2]1[CH:9]=[CH:8][C:5]([C:6]#[N:7])=[CH:4][CH:3]=1.Cl[CH2:11][C:12]([N:14]1[CH2:19][CH2:18][CH:17]([CH2:20][C:21]2[CH:26]=[CH:25][C:24]([F:27])=[CH:23][CH:22]=2)[CH2:16][CH2:15]1)=[O:13]>C(OCC)C>[F:27][C:24]1[CH:25]=[CH:26][C:21]([CH2:20][CH:17]2[CH2:18][CH2:19][N:14]([C:12](=[O:13])[CH2:11][NH:1][C:2]3[CH:9]=[CH:8][C:5]([C:6]#[N:7])=[CH:4][CH:3]=3)[CH2:15][CH2:16]2)=[CH:22][CH:23]=1. Procedure details: The title compound is prepared from 4-amino-benzonitrile and 2-chloro-1-[4-(4-fluoro-benzyl)-piperidin-1-yl]-ethanone (Example 197a) according to the method described in Example 206. Melting Point: 204-206° C. (diethylether) Reactants: C=O (formaldehyde), C(C)(=O)O (acetic acid), triacetoxysodium borohydride, N1CC(OCC1)C1=CC=C(C=C1)O (4-(Morpholin-2-yl)phenol). Run in CO (methanol). Reaction conditions: time 15 minute. Yields the product CN1CC(OCC1)C1=CC=C(C=C1)O (4-(4-Methylmorpholin-2-yl)phenol). The yield is 92.4%. RXN SMILES: C=O.[C:3](O)(=O)C.[NH:7]1[CH2:12][CH2:11][O:10][CH:9]([C:13]2[CH:18]=[CH:17][C:16]([OH:19])=[CH:15][CH:14]=2)[CH2:8]1>CO>[CH3:3][N:7]1[CH2:12][CH2:11][O:10][CH:9]([C:13]2[CH:18]=[CH:17][C:16]([OH:19])=[CH:15][CH:14]=2)[CH2:8]1. Procedure: A 36% aqueous formaldehyde solution (20.1 mg, 2.51 mmol), 0.029 ml (0.502 mmol) of acetic acid, and 53.2 mg (0.251 mmol) of triacetoxysodium borohydride were successively added to a solution of 15 mg (0.084 mmol) of the title compound produced in step (iv) of Reference Example 12 in methanol (0.7 ml), and the mixture was stirred at room temperature for 15 min. Thereafter, the reaction solution was purified by preparative thin layer chromatography (chloroform:methanol:28% aqueous ammonia=9:2:0.2)...